Dataset: the Open Reaction Database (ORD), a public repository of structured organic reaction records. Task: describe an organic reaction: reactants, conditions, products, and yield The reactants are [Al+3], CCOCC, CCOC(=O)c1ccc(Oc2ccc(F)cc2)cc1, [H-], [H-], [H-], [H-], [Li+]. The product is OCc1ccc(Oc2ccc(F)cc2)cc1. Reaction SMILES: [Al+3:2].[CH3:26][CH2:27][O:28][CH2:29][CH3:30].[F:7][c:8]1[cH:9][cH:10][c:11]([O:12][c:13]2[cH:14][cH:15][c:16]([C:17](=[O:18])[O:19][CH2:20][CH3:21])[cH:22][cH:23]2)[cH:24][cH:25]1.[H-:1].[H-:4].[H-:5].[H-:6].[Li+:3]>>[F:7][c:8]1[cH:9][cH:10][c:11]([O:12][c:13]2[cH:14][cH:15][c:16]([CH2:17][OH:18])[cH:22][cH:23]2)[cH:24][cH:25]1. Product: Cl.CN1CCC2(CC1)OC1=C(C2)C=CC=C1 (2,3-dihydro-1'-methylspiro[benzofuran-2,4'-piperidine]hydrochloride). Starting materials: hydrochloride salt, ice water, oil, [H-].[Na+] (sodium hydride), CN1CCC(CC1)(O)CC1=C(C=CC=C1)F (1-methyl-4-(2-fluorobenzyl)-4-piperidinol), Cl (hydrogen chloride). As a reaction SMILES: [CH3:1][N:2]1[CH2:7][CH2:6][C:5]([CH2:9][C:10]2[CH:15]=[CH:14][CH:13]=[CH:12][C:11]=2F)([OH:8])[CH2:4][CH2:3]1.[H-].[Na+].[ClH:19]>CN(C)C=O.C1C=CC=CC=1.CCOCC>[ClH:19].[CH3:1][N:2]1[CH2:7][CH2:6][C:5]2([CH2:9][C:10]3[CH:15]=[CH:14][CH:13]=[CH:12][C:11]=3[O:8]2)[CH2:4][CH2:3]1 |f:1.2,7.8|. Procedure details: 12.5 g of 1-methyl-4-(2-fluorobenzyl)-4-piperidinol dissolved in 50 ml of dimethylformamide and 20 ml of benzene are added to a stirred suspension at 120° C. of 2.3 g of a 57% oil dispersion of sodium hydride in 110 ml of dimethylformamide and 20 ml of benzene. The reaction mixture is stirred at 120° C. for 84 hours and then successively permitted to cool to ambient temperature, poured into 800 ml of ice-water and extracted with ether. The combined ether extracts were dried before the ether evap... Run at temperature 120 celsius, time 84 hour. Solvent: CCOCC (ether), CN(C=O)C (dimethylformamide), C1=CC=CC=C1 (benzene), C1=CC=CC=C1 (benzene), CN(C=O)C (dimethylformamide).